Dataset: the Open Reaction Database (ORD), a public repository of structured organic reaction records. Task: describe an organic reaction: reactants, conditions, products, and yield Starting materials: FC(C=1C=C(N)C=C(C1)C(F)(F)F)(F)F (3,5-bis-trifluoromethylaniline), ClCCC(=O)N=C=O (β-chloropropionyl isocyanate). Solvent: C1(=CC=CC=C1)C (toluene), C1(=CC=CC=C1)C (toluene). Run at temperature 60 celsius, time 1 hour. The product is FC(C=1C=C(C=C(C1)C(F)(F)F)NC(=O)NC(CCCl)=O)(F)F (N-(3,5-bis-trifluoromethyl-phenyl)-N'-(β-chloropropionyl)-urea). The yield is 80.0%. As a reaction SMILES: [F:1][C:2]([F:15])([F:14])[C:3]1[CH:4]=[C:5]([CH:7]=[C:8]([C:10]([F:13])([F:12])[F:11])[CH:9]=1)[NH2:6].[Cl:16][CH2:17][CH2:18][C:19]([N:21]=[C:22]=[O:23])=[O:20]>C1(C)C=CC=CC=1>[F:1][C:2]([F:14])([F:15])[C:3]1[CH:4]=[C:5]([NH:6][C:22]([NH:21][C:19](=[O:20])[CH2:18][CH2:17][Cl:16])=[O:23])[CH:7]=[C:8]([C:10]([F:11])([F:12])[F:13])[CH:9]=1. Reported procedure: 11.45 g (0.05 mol) of 3,5-bis-trifluoromethylaniline were dissolved in 80 ml of dry toluene, and 6.7 g (0.05 mol) of β-chloropropionyl isocyanate in 20 ml of dry toluene were added. The mixture was stirred at 60° C. for 1 hour, the solvent was distilled off in vacuo and the residue was taken up in petroleum ether. The crystalline product was filtered off and dried. 14.5 g (80.5% of theory) of N-(3,5-bis-trifluoromethyl-phenyl)-N'-(β-chloropropionyl)-urea, which melts at 175° C., were obtained. Reactants: [NH4+] (ammonium), [Cl-].ClCC(CCCC(C(C)C)(C#N)C1=CC(=C(C=C1)OC)OC)[NH+](C)CC1=CC(=C(C=C1)OC)OC (N-[1-chloro-6-(3,4-dimethoxyphenyl)-6-cyano-6-(prop-2-yl)hex-2-yl]-N-(3,4-dimethoxybenzyl)-N-methylammonium chloride). Reaction SMILES: [NH4+].[Cl-].Cl[CH2:4][CH:5]([NH+:25]([CH2:27][C:28]1[CH:33]=[CH:32][C:31]([O:34][CH3:35])=[C:30]([O:36][CH3:37])[CH:29]=1)[CH3:26])[CH2:6][CH2:7][CH2:8][C:9]([C:15]1[CH:20]=[CH:19][C:18]([O:21][CH3:22])=[C:17]([O:23][CH3:24])[CH:16]=1)([C:13]#[N:14])[CH:10]([CH3:12])[CH3:11]>>[CH3:24][O:23][C:17]1[CH:16]=[C:15]([C:9]([CH:10]([CH3:11])[CH3:12])([C:13]#[N:14])[CH2:8][CH2:7][CH2:6][CH:5]2[CH2:4][C:33]3[C:28](=[CH:29][C:30]([O:36][CH3:37])=[C:31]([O:34][CH3:35])[CH:32]=3)[CH2:27][N:25]2[CH3:26])[CH:20]=[CH:19][C:18]=1[O:21][CH3:22] |f:1.2|. Reported procedure: The ammonium compound of formula 29 is then cyclized to form a compound of formula 1 (step 7). This reaction is performed using 1-1.5 moles of a Lewis acid, such as AlCl3, FeCl3, BF3, and the like, in a suitable aprotic solvent, preferably a halogenated hydrocarbon solvent, nitromethane, or nitrobenzene, particularly CH2Cl2, at a temperature of about -10° to about 80° C., for a period of about 10 minutes to about five hours, preferably about two hours. For example, N-[1-chloro-6-(3,4-dimethoxyph... Yields the product COC=1C=C(C=CC1OC)C(CCCC1N(CC2=CC(=C(C=C2C1)OC)OC)C)(C#N)C(C)C (3-[4-(3,4-dimethoxyphenyl)-4-isopropyl-4-cyanobutyl]-6,7-dimethoxy-N-methyl-1,2,3,4-tetrahydroisoquinoline). Starting materials: CO, COC(=O)c1cc2[nH]c(Nc3c(Cl)ccc(CNC(=O)C(C)(C)C)c3Cl)nc2nc1OCC(F)F, [Na+], [OH-]. Yields the product CC(C)(C)C(=O)NCc1ccc(Cl)c(Nc2nc3nc(OCC(F)F)c(C(=O)O)cc3[nH]2)c1Cl. As a reaction SMILES: [CH3:38][OH:39].[Cl:1][c:2]1[c:3]([CH2:4][NH:5][C:6]([C:7]([CH3:8])([CH3:9])[CH3:10])=[O:11])[cH:12][cH:13][c:14]([Cl:35])[c:15]1[NH:16][c:17]1[nH:18][c:19]2[c:20]([n:21][c:22]([O:29][CH2:30][CH:31]([F:32])[F:33])[c:23]([C:25](=[O:26])[O:27][CH3:28])[cH:24]2)[n:34]1.[Na+:37].[OH-:36]>>[Cl:1][c:2]1[c:3]([CH2:4][NH:5][C:6]([C:7]([CH3:8])([CH3:9])[CH3:10])=[O:11])[cH:12][cH:13][c:14]([Cl:35])[c:15]1[NH:16][c:17]1[nH:18][c:19]2[c:20]([n:21][c:22]([O:29][CH2:30][CH:31]([F:32])[F:33])[c:23]([C:25](=[O:26])[OH:27])[cH:24]2)[n:34]1. Starting materials: NC1=C(C=CC(=C1)Cl)S(=O)(=O)N (2-Amino-4-chlorobenzenesulfonamide), FC(OC1=CC=C(C=C1)/C=C/S(=O)(=O)Cl)F ((E)-2-(4-(difluoromethoxy)phenyl)ethenesulfonyl chloride), N1=CC=CC=C1 (pyridine). The solvent is ClCCl (dichloromethane). The product is ClC1=CC(=C(C=C1)S(=O)(=O)N)NS(=O)(=O)\C=C\C1=CC=C(C=C1)OC(F)F ((E)-4-Chloro-2-(2-(4-(difluoromethoxy)phenyl)vinylsulfonamido) benzenesulfonamide). Isolated yield 100.1%. Reaction SMILES: [NH2:1][C:2]1[CH:7]=[C:6]([Cl:8])[CH:5]=[CH:4][C:3]=1[S:9]([NH2:12])(=[O:11])=[O:10].[F:13][CH:14]([F:28])[O:15][C:16]1[CH:21]=[CH:20][C:19](/[CH:22]=[CH:23]/[S:24](Cl)(=[O:26])=[O:25])=[CH:18][CH:17]=1.N1C=CC=CC=1>ClCCl>[Cl:8][C:6]1[CH:5]=[CH:4][C:3]([S:9]([NH2:12])(=[O:11])=[O:10])=[C:2]([NH:1][S:24](/[CH:23]=[CH:22]/[C:19]2[CH:20]=[CH:21][C:16]([O:15][CH:14]([F:13])[F:28])=[CH:17][CH:18]=2)(=[O:26])=[O:25])[CH:7]=1. Reported procedure: 2-Amino-4-chlorobenzenesulfonamide (200 mg, 0.97 mmol) and (E)-2-(4-(difluoromethoxy)phenyl)ethenesulfonyl chloride (260 mg, 0.97 mmol) were dissolved in anhydrous dichloromethane (5 mL) and flushed with argon. Anhydrous pyridine (0.391 mL, 4.84 mmol) was added and the reaction was stirred at room temperature under an inert atmosphere over night. The reaction was quenched using 2 M hydrochloric acid (20 mL) and extracted with dichloromethane. The combined organic phase was washed with water, dri... Product: CCCC(C)C.C(C)(=O)OCC (iso-hexane ethyl acetate), C(C)OC(C1=CC=C(C=C1)F)OCC (4-Fluorobenzaldehyde diethyl acetal). Reaction SMILES: [F:1][C:2]1[CH:9]=[CH:8][C:5]([CH:6]=O)=[CH:4][CH:3]=1.[CH2:10]([O:12][CH:13]([O:17][CH2:18][CH3:19])[O:14][CH2:15][CH3:16])[CH3:11].[C:20]1(C)C=CC(S(O)(=O)=O)=CC=1.C(=O)([O-])[O-].[Na+].[Na+]>C(O)C>[CH3:2][CH2:3][CH2:4][CH:5]([CH3:8])[CH3:6].[C:13]([O:12][CH2:10][CH3:11])(=[O:17])[CH3:20].[CH2:18]([O:17][CH:13]([O:14][CH2:15][CH3:16])[C:5]1[CH:8]=[CH:9][C:2]([F:1])=[CH:3][CH:4]=1)[CH3:19] |f:3.4.5,7.8|. Reported procedure: A mixture of 4-fluorobenzaldehyde, compound (5) (20 g, 17.3 ml, 161.15 mmol), triethylorthoformate (29.85 g, 33.5 ml, 201.43 mmol) and para-toluenesulphonic acid (0.28 g, 1.61 mmol ) in ethanol (100 ml) was stirred for 16 hours under a nitrogen atmosphere at ambient temperature. The mixture was treated with anhydrous sodium carbonate to pH 9, stirred for a further five minutes and then filtered and the filtrate evaporated to dryness. Purification by flash column chromatography eluting with iso-h... Solvent: C(C)O (ethanol). Reaction conditions: time 16 hour. The yield is 71.0%. Reactants: FC1=CC=C(C=O)C=C1 (4-fluorobenzaldehyde), compound ( 5 ), C(C)OC(OCC)OCC (triethylorthoformate), C1(=CC=C(C=C1)S(=O)(=O)O)C (para-toluenesulphonic acid), C([O-])([O-])=O.[Na+].[Na+] (sodium carbonate). Reactants: solution, C(CCC)[Li] (n-butyl lithium), BrC1=CC=C(C=C1)SC (1-bromo-4-methylsulfanyl benzene), solution, C(=O)C1CCN(CC1)C(=O)OC(C)(C)C (t-butyl 4-formyl-piperidine-1-carboxylate), [Cl-].[NH4+] (ammonium chloride). Solvent: CCCCCC (hexane), O1CCCC1 (tetrahydrofuran), O1CCCC1 (tetrahydrofuran), O (water). Conditions: temperature 0 celsius, time 1 hour. The product is OC(C1CCN(CC1)C(=O)OC(C)(C)C)C1=CC=C(C=C1)SC (t-Butyl 4-[hydroxy-(4-methylsulfanylphenyl)-methyl]piperidine-1-carboxylate). Isolated yield 23.8%. As a reaction SMILES: Br[C:2]1[CH:7]=[CH:6][C:5]([S:8][CH3:9])=[CH:4][CH:3]=1.C([Li])CCC.[CH:15]([CH:17]1[CH2:22][CH2:21][N:20]([C:23]([O:25][C:26]([CH3:29])([CH3:28])[CH3:27])=[O:24])[CH2:19][CH2:18]1)=[O:16].[Cl-].[NH4+]>O1CCCC1.CCCCCC.O>[OH:16][CH:15]([C:2]1[CH:7]=[CH:6][C:5]([S:8][CH3:9])=[CH:4][CH:3]=1)[CH:17]1[CH2:22][CH2:21][N:20]([C:23]([O:25][C:26]([CH3:29])([CH3:28])[CH3:27])=[O:24])[CH2:19][CH2:18]1 |f:3.4|. Reported procedure: 380 mg of 1-bromo-4-methylsulfanyl benzene was dissolved in 10 mL anhydrous tetrahydrofuran, and 1.24 mL solution of 1.59 M n-butyl lithium in hexane was added dropwise thereto at −70° C. After the mixture was stirred for 1 hour, 3 mL solution of 400 mg t-butyl 4-formyl-piperidine-1-carboxylate in anhydrous tetrahydrofuran was added dropwise thereto, and the mixture was stirred at −70° C. for 2 hours. The temperature of the reaction mixture was increased gradually to 0° C., then water and an amm... Starting materials: C[Mg]Br (methylmagnesium bromide), C1(CCCC1)CC(C)(OC)C1=C(CN(C=2N=NN(N2)C)CC2=CC(=CC(=C2)C(F)(F)F)C(F)(F)F)C=C(C=C1)C(F)(F)F (N-(2-(1-cyclopentyl-2-methoxypropan-2-yl)-5-(trifluoromethyl)benzyl)-N-(3,5-bis(trifluoromethyl)benzyl)-2-methyl-2H-tetrazol-5-amine), FC(C1=CC=C(C#N)C=C1)(F)F (4-(trifluoromethyl)benzonitrile), CI (methyl iodide), C1(CCCCCC1)[Mg]Br (cycloheptylmagnesium bromide), M-OCH3. The product is C1(CCCCCC1)C(C)(OC)C1=C(CN(C=2N=NN(N2)C)CC2=CC(=CC(=C2)C(F)(F)F)C(F)(F)F)C=C(C=C1)C(F)(F)F (N-(2-(1-Cycloheptyl-1-methoxyethyl)-5-(trifluoromethyl)benzyl)-N-(3,5-bis(trifluoromethyl)benzyl)-2-methyl-2H-tetrazol-5-amine). RXN SMILES: [CH:1]1([CH2:6][C:7]([C:11]2[CH:39]=[CH:38][C:37]([C:40]([F:43])([F:42])[F:41])=[CH:36][C:12]=2[CH2:13][N:14]([CH2:21][C:22]2[CH:27]=[C:26]([C:28]([F:31])([F:30])[F:29])[CH:25]=[C:24]([C:32]([F:35])([F:34])[F:33])[CH:23]=2)[C:15]2[N:16]=[N:17][N:18]([CH3:20])[N:19]=2)([O:9][CH3:10])[CH3:8])[CH2:5][CH2:4][CH2:3][CH2:2]1.F[C:45](F)(F)C1C=CC(C#N)=CC=1.C1([Mg]Br)CCCCCC1.C[Mg]Br.CI>>[CH:6]1([C:7]([C:11]2[CH:39]=[CH:38][C:37]([C:40]([F:41])([F:43])[F:42])=[CH:36][C:12]=2[CH2:13][N:14]([CH2:21][C:22]2[CH:23]=[C:24]([C:32]([F:33])([F:35])[F:34])[CH:25]=[C:26]([C:28]([F:31])([F:29])[F:30])[CH:27]=2)[C:15]2[N:16]=[N:17][N:18]([CH3:20])[N:19]=2)([O:9][CH3:10])[CH3:8])[CH2:45][CH2:5][CH2:4][CH2:3][CH2:2][CH2:1]1. Procedure: This compound was prepared by an analogous series of reactions to that used for the preparation of N-(2-(1-cyclopentyl-2-methoxypropan-2-yl)-5-(trifluoromethyl)benzyl)-N-(3,5-bis(trifluoromethyl)benzyl)-2-methyl-2H-tetrazol-5-amine from 2-((3,5-bis(trifluoromethyl)benzyl)(2-methyl-2H-tetrazole-5-yl)amino)methyl)-4-(trifluoromethyl)benzonitrile by the addition of cycloheptylmagnesium bromide followed by methylmagnesium bromide then alkylation with methyl iodide LC-MS calc 637.5, found 606 (M-OCH3... Starting materials: C1CCOC1, CC(C)=CC(=O)Cl, [H-], Nc1ccccc1, [Na+], O. RXN SMILES: [CH2:18]1[O:19][CH2:20][CH2:21][CH2:22]1.[CH3:10][C:11](=[CH:12][C:13](=[O:14])[Cl:15])[CH3:16].[H-:2].[NH2:3][c:4]1[cH:5][cH:6][cH:7][cH:8][cH:9]1.[Na+:1].[OH2:17]>>[NH:3]([c:4]1[cH:5][cH:6][cH:7][cH:8][cH:9]1)[C:13]([CH:12]=[C:11]([CH3:10])[CH3:16])=[O:14]. The product is CC(C)=CC(=O)Nc1ccccc1.